Dataset: the Open Reaction Database (ORD), a public repository of structured organic reaction records. Task: describe an organic reaction: reactants, conditions, products, and yield The reactants are NC1=CC2=C(C3=C(OC2C2=CC=CC=C2)C=CC=C3OC)C=C1 (8-Amino-1-methoxy-6-phenyl-6H-dibenzo[b,d]pyran), N1=CC=CC=C1 (pyridine), C1(=CC=CC=C1)S(=O)(=O)Cl (benzenesulfonyl chloride). Run in C(Cl)(Cl)Cl (chloroform). Product: COC1=CC=CC=2OC(C3=C(C21)C=CC(=C3)C3=C(C=CC=C3)S(=O)(=O)N)C3=CC=CC=C3 ((1-methoxy-6-phenyl-6H-dibenzo(b,d)pyran-8-yl)benzenesulfonamide). As a reaction SMILES: N[C:2]1[CH:23]=[CH:22][C:5]2[C:6]3[C:19]([O:20][CH3:21])=[CH:18][CH:17]=[CH:16][C:7]=3[O:8][CH:9]([C:10]3[CH:15]=[CH:14][CH:13]=[CH:12][CH:11]=3)[C:4]=2[CH:3]=1.[N:24]1C=CC=CC=1.[C:30]1([S:36](Cl)(=[O:38])=[O:37])[CH:35]=[CH:34][CH:33]=[CH:32][CH:31]=1>C(Cl)(Cl)Cl>[CH3:21][O:20][C:19]1[C:6]2[C:5]3[CH:22]=[CH:23][C:2]([C:31]4[CH:32]=[CH:33][CH:34]=[CH:35][C:30]=4[S:36]([NH2:24])(=[O:38])=[O:37])=[CH:3][C:4]=3[CH:9]([C:10]3[CH:15]=[CH:14][CH:13]=[CH:12][CH:11]=3)[O:8][C:7]=2[CH:16]=[CH:17][CH:18]=1. Reported procedure: A solution of Example 5F (50 mg. 0.16 mmole), pyridine (75 mg) and benzenesulfonyl chloride (86 mg., 0.5 mmole) in chloroform (1 mL) was stirred for 1 hour, washed with aqueous HCl (1M), dried (Na2SO4), filtered and concentrated under reduced pressure. The concentrate was purified by reverse-phase HPLC with CH3CN/water to provide the titled product. MS (ESI(−)Q1MS) m/z 442 (M−H)−; 1H NMR (300 MHz, DMSO-d6) δ 10.38 (s, 1H), 8.22 (d, J=9 Hz, 1H), 7.70-7.50 (m, 5H), 7.36-7.29 (m, 3H), 7.16-7.06 (m,... The reactants are ClC1=CC(=C(N)C=C1N1CCC(CC1)C(F)(F)F)[N+](=O)[O-] (4-chloro-2-nitro-5-(4-trifluoromethyl-piperidin-1-yl)aniline), C1CCOC1 (THF), Pt on-carbon. The solvent is CO (MeOH). Conditions: time 22 hour. Yields the product ClC1=CC(=C(N)C=C1N1CCC(CC1)C(F)(F)F)N (4-Chloro-2-amino-5-(4-trifluoromethyl-piperidin-1-yl)aniline). RXN SMILES: [Cl:1][C:2]1[C:8]([N:9]2[CH2:14][CH2:13][CH:12]([C:15]([F:18])([F:17])[F:16])[CH2:11][CH2:10]2)=[CH:7][C:5]([NH2:6])=[C:4]([N+:19]([O-])=O)[CH:3]=1.C1COCC1>CO>[Cl:1][C:2]1[C:8]([N:9]2[CH2:14][CH2:13][CH:12]([C:15]([F:16])([F:17])[F:18])[CH2:11][CH2:10]2)=[CH:7][C:5]([NH2:6])=[C:4]([NH2:19])[CH:3]=1. Procedure: A mixture of 4-chloro-2-nitro-5-(4-trifluoromethyl-piperidin-1-yl)aniline (0.63 g, 1.9 mmol), THF (10 mL), MeOH (20 mL) and 50%-Pt-on-carbon (60 mg) was stirred for 22 h at rt under a hydrogen atmosphere (3 bar). The catalyst was removed by filtration and the mixture was concentrated to give the sub-title compound. Reactants: Cc1ccc(N2CCN(C(=O)c3ccc(Br)cc3S(C)(=O)=O)CC2)c(C)c1, CC(C)C1COC(=O)N1. Product: Cc1ccc(N2CCN(C(=O)c3ccc(N4C(=O)OCC4C(C)C)cc3S(C)(=O)=O)CC2)c(C)c1. Reaction SMILES: [Br:1][c:2]1[cH:3][c:4]([S:24](=[O:25])(=[O:26])[CH3:27])[c:5]([C:8](=[O:9])[N:10]2[CH2:11][CH2:12][N:13]([c:16]3[c:17]([CH3:23])[cH:18][c:19]([CH3:22])[cH:20][cH:21]3)[CH2:14][CH2:15]2)[cH:6][cH:7]1.[CH:28]([CH3:29])([CH3:30])[CH:31]1[NH:32][C:33](=[O:36])[O:34][CH2:35]1>>[c:2]1([N:32]2[CH:31]([CH:28]([CH3:29])[CH3:30])[CH2:35][O:34][C:33]2=[O:36])[cH:3][c:4]([S:24](=[O:25])(=[O:26])[CH3:27])[c:5]([C:8](=[O:9])[N:10]2[CH2:11][CH2:12][N:13]([c:16]3[c:17]([CH3:23])[cH:18][c:19]([CH3:22])[cH:20][cH:21]3)[CH2:14][CH2:15]2)[cH:6][cH:7]1. Reactants: BrCC(=O)OC (methyl bromoacetate), [H-].[Na+] (NaH), C1(=C(C=CC=C1)CN1C(=CC2=C(C=CC=C12)O)C1CC1)C1=CC=CC=C1 (1-([1,1'-Biphenyl]-2-ylmethyl)-2-cyclopropyl-4-hydroxy-1H-indole). Run in CN(C)C=O (DMF). Product: COC(COC1=C2C=C(N(C2=CC=C1)CC1=C(C=CC=C1)C1=CC=CC=C1)C1CC1)=O ([[1-([1,1'-biphenyl]-2-ylmethyl)-2-cyclopropyl-1H-indol-4-yl]oxy]acetic acid methyl ester). Isolated yield 58.5%. As a reaction SMILES: [C:1]1([C:21]2[CH:26]=[CH:25][CH:24]=[CH:23][CH:22]=2)[CH:6]=[CH:5][CH:4]=[CH:3][C:2]=1[CH2:7][N:8]1[C:16]2[C:11](=[C:12]([OH:17])[CH:13]=[CH:14][CH:15]=2)[CH:10]=[C:9]1[CH:18]1[CH2:20][CH2:19]1.Br[CH2:28][C:29]([O:31][CH3:32])=[O:30].[H-].[Na+]>CN(C=O)C>[CH3:32][O:31][C:29](=[O:30])[CH2:28][O:17][C:12]1[CH:13]=[CH:14][CH:15]=[C:16]2[C:11]=1[CH:10]=[C:9]([CH:18]1[CH2:20][CH2:19]1)[N:8]2[CH2:7][C:2]1[CH:3]=[CH:4][CH:5]=[CH:6][C:1]=1[C:21]1[CH:26]=[CH:25][CH:24]=[CH:23][CH:22]=1 |f:2.3|. Procedure: 1-([1,1'-Biphenyl]-2-ylmethyl)-2-cyclopropyl-4-hydroxy-1H-indole (367 mg, 1.1 mmol) was alkylated by treating with 0.1 mL (1.1 mmol) of methyl bromoacetate and 43 mg (1.1 mmol) of 60% NaH/mineral oil in DMF as described in Example 1, Part E. The product was purified by chromatography over silica gel eluting with 20% EtOAc/hexane to give 265 mg (59% yield) of [[1-([1,1'-biphenyl]-2-ylmethyl)-2-cyclopropyl-1H-indol-4-yl]oxy]acetic acid methyl ester. The reactants are CSc1nc(C(F)(F)F)c(I)c(=O)[nH]1, O=P(Cl)(Cl)Cl. Product: CSc1nc(Cl)c(I)c(C(F)(F)F)n1. As a reaction SMILES: [I:1][c:2]1[c:3](=[O:14])[nH:4][c:5]([S:12][CH3:13])[n:6][c:7]1[C:8]([F:9])([F:10])[F:11].[P:15]([Cl:16])([Cl:17])([Cl:18])=[O:19]>>[I:1][c:2]1[c:3]([Cl:17])[n:4][c:5]([S:12][CH3:13])[n:6][c:7]1[C:8]([F:9])([F:10])[F:11]. Starting materials: Cl, Nc1cccc(-c2cccc3cc(C(=O)NC4CN5CCC4CC5)sc23)c1, O=C(Cl)C1CCCO1. Yields the product Cl, O=C(NC1CN2CCC1CC2)c1cc2cccc(-c3cccc(NC(=O)C4CCCO4)c3)c2s1. As a reaction SMILES: [ClH:1].[NH2:2][c:3]1[cH:4][c:5](-[c:9]2[cH:10][cH:11][cH:12][c:13]3[cH:14][c:15]([C:18](=[O:19])[NH:20][CH:21]4[CH2:22][N:23]5[CH2:24][CH2:25][CH:26]4[CH2:27][CH2:28]5)[s:16][c:17]23)[cH:6][cH:7][cH:8]1.[O:29]1[CH:30]([C:34](=[O:35])[Cl:36])[CH2:31][CH2:32][CH2:33]1>>[ClH:36].[NH:2]([c:3]1[cH:4][c:5](-[c:9]2[cH:10][cH:11][cH:12][c:13]3[cH:14][c:15]([C:18](=[O:19])[NH:20][CH:21]4[CH2:22][N:23]5[CH2:24][CH2:25][CH:26]4[CH2:27][CH2:28]5)[s:16][c:17]23)[cH:6][cH:7][cH:8]1)[C:34]([CH:30]1[O:29][CH2:33][CH2:32][CH2:31]1)=[O:35].